Dataset: the Open Reaction Database (ORD), a public repository of structured organic reaction records. Task: describe an organic reaction: reactants, conditions, products, and yield The reactants are FC1=CC=C(C=C1)C(=C1CCNCC1)C1=CC=CC=C1 (4-[(4-fluorophenyl)phenylmethylene]piperidine), ClCCCN1C(CN(CC1=O)CC1=NC=CC=C1)=O (1-(3-chloropropyl)-4-(2-pyridylmethyl)-2,6-piperazinedione). Yields the product Cl.Cl.FC1=CC=C(C=C1)C(=C1CCN(CC1)CCCN1C(CN(CC1=O)CC1=NC=CC=C1)=O)C1=CC=CC=C1 (1-{3-[4-[(4-Fluorophenyl)phenylmethylene]piperidino]propyl}-4-(2-pyridylmethyl)-2,6-piperazinedione dihydrochloride). RXN SMILES: [F:1][C:2]1[CH:7]=[CH:6][C:5]([C:8]([C:15]2[CH:20]=[CH:19][CH:18]=[CH:17][CH:16]=2)=[C:9]2[CH2:14][CH2:13][NH:12][CH2:11][CH2:10]2)=[CH:4][CH:3]=1.[Cl:21][CH2:22][CH2:23][CH2:24][N:25]1[C:30](=[O:31])[CH2:29][N:28]([CH2:32][C:33]2[CH:38]=[CH:37][CH:36]=[CH:35][N:34]=2)[CH2:27][C:26]1=[O:39]>>[ClH:21].[ClH:21].[F:1][C:2]1[CH:3]=[CH:4][C:5]([C:8]([C:15]2[CH:16]=[CH:17][CH:18]=[CH:19][CH:20]=2)=[C:9]2[CH2:10][CH2:11][N:12]([CH2:22][CH2:23][CH2:24][N:25]3[C:30](=[O:31])[CH2:29][N:28]([CH2:32][C:33]4[CH:38]=[CH:37][CH:36]=[CH:35][N:34]=4)[CH2:27][C:26]3=[O:39])[CH2:13][CH2:14]2)=[CH:6][CH:7]=1 |f:2.3.4|. Reported procedure: This compound was prepared from 4-[(4-fluorophenyl)phenylmethylene]piperidine and 1-(3-chloropropyl)-4-(2-pyridylmethyl)-2,6-piperazinedione according to the process described in Example 6, Stage E. Starting materials: Cl.C(C1=CC=CC=C1)OC1=C2CCCC(C2=CC=C1)C(=O)N(CC=1C=NNC1)C=1C=NC(=CC1)C(C)C (5-benzyloxy-N-(6-isopropylpyridin-3-yl)-N-[(pyrazol-4-yl)methyl]-1,2,3,4-tetrahydronaphthalene-1-carboxamide hydrochloride), ClCC=1N=C(SC1)CC (4-chloromethyl-2-ethylthiazole). The product is C(C1=CC=CC=C1)OC1=C2CCCC(C2=CC=C1)C(=O)N(C=1C=NC(=CC1)C(C)C)CC=1C=NN(C1)CC=1N=C(SC1)CC (5-benzyloxy-N-({1-[(2-ethylthiazol-4-yl}methyl]pyrazol-4-yl)methyl)-N-(6-isopropylpyridin-3-yl)-1,2,3,4-tetrahydronaphthalene-1-carboxamide). The yield is 72.2%. RXN SMILES: Cl.[CH2:2]([O:9][C:10]1[CH:19]=[CH:18][CH:17]=[C:16]2[C:11]=1[CH2:12][CH2:13][CH2:14][CH:15]2[C:20]([N:22]([C:29]1[CH:30]=[N:31][C:32]([CH:35]([CH3:37])[CH3:36])=[CH:33][CH:34]=1)[CH2:23][C:24]1[CH:25]=[N:26][NH:27][CH:28]=1)=[O:21])[C:3]1[CH:8]=[CH:7][CH:6]=[CH:5][CH:4]=1.Cl[CH2:39][C:40]1[N:41]=[C:42]([CH2:45][CH3:46])[S:43][CH:44]=1>>[CH2:2]([O:9][C:10]1[CH:19]=[CH:18][CH:17]=[C:16]2[C:11]=1[CH2:12][CH2:13][CH2:14][CH:15]2[C:20]([N:22]([CH2:23][C:24]1[CH:25]=[N:26][N:27]([CH2:39][C:40]2[N:41]=[C:42]([CH2:45][CH3:46])[S:43][CH:44]=2)[CH:28]=1)[C:29]1[CH:30]=[N:31][C:32]([CH:35]([CH3:37])[CH3:36])=[CH:33][CH:34]=1)=[O:21])[C:3]1[CH:8]=[CH:7][CH:6]=[CH:5][CH:4]=1 |f:0.1|. Reported procedure: By the reaction and treatment in the same manner as in Example 271 using 5-benzyloxy-N-(6-isopropylpyridin-3-yl)-N-[(pyrazol-4-yl)methyl]-1,2,3,4-tetrahydronaphthalene-1-carboxamide hydrochloride (0.78 g) and 4-chloromethyl-2-ethylthiazole (0.49 g) as starting materials, 5-benzyloxy-N-({1-[(2-ethylthiazol-4-yl}methyl]pyrazol-4-yl)methyl)-N-(6-isopropylpyridin-3-yl)-1,2,3,4-tetrahydronaphthalene-1-carboxamide (0.66 g) was obtained. Yields the product C(C)(C)(C)OC(NC1=CC=C(C=C1)OC1=C(C=C(C=C1)C(NC1=CC=C(C=C1)C(F)(F)F)=O)[N+](=O)[O-])=O ({4-[2-Nitro-4-(4-trifluoromethyl-phenylcarbamoyl)-phenoxy]-phenyl}-carbamic acid tert-butyl ester). Procedure: The product from Example 172b (215 mg, 0.655 mmol) was dissolved in DMSO (30 ml) to which KOH (75 mg, 1.31 mmol) and (4-Hydroxy-phenyl)-carbamic acid tert-butyl ester (137 mg, 0.655 mmol) were added. The reaction mixture was then heated to 80° C. for 2 h reaction mixture was then cooled to room temperature and diluted with water and the title compound collected by filtration (240 mg, 78%). Reaction SMILES: F[C:2]1[CH:20]=[CH:19][C:5]([C:6]([NH:8][C:9]2[CH:14]=[CH:13][C:12]([C:15]([F:18])([F:17])[F:16])=[CH:11][CH:10]=2)=[O:7])=[CH:4][C:3]=1[N+:21]([O-:23])=[O:22].[OH-].[K+].[C:26]([O:30][C:31](=[O:40])[NH:32][C:33]1[CH:38]=[CH:37][C:36]([OH:39])=[CH:35][CH:34]=1)([CH3:29])([CH3:28])[CH3:27]>CS(C)=O.O>[C:26]([O:30][C:31](=[O:40])[NH:32][C:33]1[CH:34]=[CH:35][C:36]([O:39][C:2]2[CH:20]=[CH:19][C:5]([C:6](=[O:7])[NH:8][C:9]3[CH:14]=[CH:13][C:12]([C:15]([F:18])([F:17])[F:16])=[CH:11][CH:10]=3)=[CH:4][C:3]=2[N+:21]([O-:23])=[O:22])=[CH:37][CH:38]=1)([CH3:29])([CH3:27])[CH3:28] |f:1.2|. Reactants: FC1=C(C=C(C(=O)NC2=CC=C(C=C2)C(F)(F)F)C=C1)[N+](=O)[O-] (4-Fluoro-3-nitro-N-(4-trifluoromethyl-phenyl)-benzamide), [OH-].[K+] (KOH), C(C)(C)(C)OC(NC1=CC=C(C=C1)O)=O ((4-Hydroxy-phenyl)-carbamic acid tert-butyl ester). Conditions: temperature 80 celsius. Solvent: CS(=O)C (DMSO), O (water). Reactants: N#N (N2), C(C)(C)(C)OC(N[C@@H](C)C1=NC=C(C(=C1)C)Br)=O ((S)-tert-butyl(1-(5-bromo-4-methylpyridin-2-yl)ethyl)carbamate), FC(C1=NC=CC(=C1)B(O)O)(F)F ((2-(trifluoromethyl)pyridin-4-yl)boronic acid), C(=O)([O-])[O-].[Na+].[Na+] (Na2CO3), Cl2Pd(dppf). The solvent is O1CCOCC1 (dioxane), CCOC(=O)C (EtOAc). Run at temperature 90 celsius, time 16 hour. Product: C(C)(C)(C)OC(N[C@@H](C)C1=CC(=C(C=N1)C1=CC(=NC=C1)C(F)(F)F)C)=O ((S)-tert-butyl(1-(4-methyl-2′-(trifluoromethyl)-[3,4′-bipyridin]-6-yl)ethyl)carbamate). The yield is 82.6%. As a reaction SMILES: N#N.[C:3]([O:7][C:8](=[O:20])[NH:9][C@H:10]([C:12]1[CH:17]=[C:16]([CH3:18])[C:15](Br)=[CH:14][N:13]=1)[CH3:11])([CH3:6])([CH3:5])[CH3:4].[F:21][C:22]([F:33])([F:32])[C:23]1[CH:28]=[C:27](B(O)O)[CH:26]=[CH:25][N:24]=1.C([O-])([O-])=O.[Na+].[Na+]>O1CCOCC1.CCOC(C)=O>[C:3]([O:7][C:8](=[O:20])[NH:9][C@H:10]([C:12]1[N:13]=[CH:14][C:15]([C:27]2[CH:26]=[CH:25][N:24]=[C:23]([C:22]([F:33])([F:32])[F:21])[CH:28]=2)=[C:16]([CH3:18])[CH:17]=1)[CH3:11])([CH3:6])([CH3:5])[CH3:4] |f:3.4.5|. Procedure: N2 was bubbled through a solution of (S)-tert-butyl(1-(5-bromo-4-methylpyridin-2-yl)ethyl)carbamate (200 mg, 0.635 mmol), (2-(trifluoromethyl)pyridin-4-yl)boronic acid (145 mg, 0.761 mmol) and Na2CO3 (2.0 M, 635 μl, 1.269 mmol) in dioxane for 5 min. Cl2Pd(dppf) (CH2Cl2 adduct) (51.8 mg, 0.063 mmol) was added. The reaction mixture was stirred at 90° C. for 16 hr. The mixture was diluted with EtOAc, washed with water, brine, dried over Na2SO4, filtered, concentrated and purified through flash colu... The reactants are O=C1NN=C2C=3C(=CC=CC13)NC(C2C2=CC=CC=C2)C2=CC=C(C=O)C=C2 (4-(3-oxo-9-phenyl-3,7,8,9-tetrahydro-2H-pyrido[4,3,2-de]phthalazin-8-yl)benzaldehyde), C(C)(=O)O (acetic acid), N1(CCNCC1)C(=O)OC(C)(C)C (tert-butyl piperazine-1-carboxylate), [BH-](OC(=O)C)(OC(=O)C)OC(=O)C.[Na+] (NaBH(OAc)3). Solvent: ClCCl (dichloromethane). Reaction conditions: time 8 hour. The product is C1(=CC=CC=C1)C1C(NC=2C=3C1=NNC(C3C=CC2)=O)C2=CC=C(C=C2)CN2CCNCC2 (9-phenyl-8-(4-(piperazin-1-ylmethyl)phenyl)-8,9-dihydro-2H-pyrido[4,3,2-de]phthalazin-3(7H)-one). The yield is 53.8%. As a reaction SMILES: [O:1]=[C:2]1[C:11]2[CH:10]=[CH:9][CH:8]=[C:7]3[NH:12][CH:13]([C:21]4[CH:28]=[CH:27][C:24]([CH:25]=O)=[CH:23][CH:22]=4)[CH:14]([C:15]4[CH:20]=[CH:19][CH:18]=[CH:17][CH:16]=4)[C:5]([C:6]=23)=[N:4][NH:3]1.C(O)(=O)C.[N:33]1(C(OC(C)(C)C)=O)[CH2:38][CH2:37][NH:36][CH2:35][CH2:34]1.[BH-](OC(C)=O)(OC(C)=O)OC(C)=O.[Na+]>ClCCl>[C:15]1([CH:14]2[C:5]3=[N:4][NH:3][C:2](=[O:1])[C:11]4[CH:10]=[CH:9][CH:8]=[C:7]([C:6]=43)[NH:12][CH:13]2[C:21]2[CH:22]=[CH:23][C:24]([CH2:25][N:33]3[CH2:38][CH2:37][NH:36][CH2:35][CH2:34]3)=[CH:27][CH:28]=2)[CH:20]=[CH:19][CH:18]=[CH:17][CH:16]=1 |f:3.4|. Procedure details: A solution of 4-(3-oxo-9-phenyl-3,7,8,9-tetrahydro-2H-pyrido[4,3,2-de]phthalazin-8-yl)benzaldehyde (200 mg, 0.54 mmol) in dichloromethane (30 mL) was added acetic acid (196 mg, 3.24 mmol) and tert-butyl piperazine-1-carboxylate (304 mg, 1.63 mmol) at room temperature and stirred overnight. Then NaBH(OAc)3 (173 mg, 0.81 mmol) was added to the mixture at 0° C., stirred for one day. The reaction mixture was quenched with aqueous sodium bicarbonate, extracted with dichloromethane. The combined organ... Reactants: C1(CC1)CN1C(=O)N=C(N)C=C1 (1-cyclopropylmethylcytosine), C(C)(=O)NC1=CC=C(S(=O)(=O)Cl)C=C1 (N-acetylsulfanilyl chloride), C(C)#N (acetonitrile). Run in C(C)N(CC)CC (triethylamine). Yields the product C(C)(=O)NC1=CC=C(S(=O)(=O)NC2=NC(N(C=C2)CC2CC2)=O)C=C1 (N4 -Acetyl-N1 -(1-cyclopropylmethyl-1,2-dihydro-2-oxo-4-pyrimidinyl)sulfanilamide). RXN SMILES: [CH:1]1([CH2:4][N:5]2[CH:12]=[CH:11][C:9]([NH2:10])=[N:8][C:6]2=[O:7])[CH2:3][CH2:2]1.[C:13]([NH:16][C:17]1[CH:26]=[CH:25][C:20]([S:21](Cl)(=[O:23])=[O:22])=[CH:19][CH:18]=1)(=[O:15])[CH3:14].C(#N)C>C(N(CC)CC)C>[C:13]([NH:16][C:17]1[CH:26]=[CH:25][C:20]([S:21]([NH:10][C:9]2[CH:11]=[CH:12][N:5]([CH2:4][CH:1]3[CH2:2][CH2:3]3)[C:6](=[O:7])[N:8]=2)(=[O:23])=[O:22])=[CH:19][CH:18]=1)(=[O:15])[CH3:14]. Reported procedure: A mixture of 495 mg. of 1-cyclopropylmethylcytosine, 702 mg. of N-acetylsulfanilyl chloride, 10 ml. of acetonitrile and 322 mg. of triethylamine was stirred and refluxed for 18 hours. The solvent was evaporated under reduced pressure, and the residue triturated with 10 ml. of water and 3 ml. of 10% aqueous sodium hydroxide. The alkaline solution was decanted from the dark insoluble portion and cleared by filtration. Addition of acetic acid to about pH 5 gave a gummy precipitate which solidified ... Starting materials: COCCN (2-methoxyethylamine), BrC1=CC=C(C=C1)N1C=NC2=C1C=C(N2)C(=O)O (1-(4-bromophenyl)-1,4-dihydropyrrolo[2,3-d]imidazole-5-carboxylic acid), C1=CN(C=N1)C(=O)N2C=CN=C2 (CDI), CCN(C(C)C)C(C)C (DIPEA). The solvent is C1CCOC1 (THF). Conditions: temperature 60 celsius, time 1 hour. The product is BrC1=CC=C(C=C1)N1C=NC2=C1C=C(N2)C(=O)NCCOC (1-(4-bromophenyl)-N-(2-methoxyethyl)-1,4-dihydropyrrolo[2,3-d]imidazole-5-carboxamide). RXN SMILES: [Br:1][C:2]1[CH:7]=[CH:6][C:5]([N:8]2[C:12]3[CH:13]=[C:14]([C:16]([OH:18])=O)[NH:15][C:11]=3[N:10]=[CH:9]2)=[CH:4][CH:3]=1.C1N=CN(C(N2C=NC=C2)=O)C=1.CCN(C(C)C)C(C)C.[CH3:40][O:41][CH2:42][CH2:43][NH2:44]>C1COCC1>[Br:1][C:2]1[CH:3]=[CH:4][C:5]([N:8]2[C:12]3[CH:13]=[C:14]([C:16]([NH:44][CH2:43][CH2:42][O:41][CH3:40])=[O:18])[NH:15][C:11]=3[N:10]=[CH:9]2)=[CH:6][CH:7]=1. Procedure: A mixture of 1-(4-bromophenyl)-1,4-dihydropyrrolo[2,3-d]imidazole-5-carboxylic acid (70 mg, 0.23 mmol), CDI (75 mg, 0.46 mmol) and DIPEA (0.1 mL) in dry THF (3 mL) was stirred at 60° C. for 1 h and then treated with 2-methoxyethylamine (0.1 mL). After additional 2 h at 60° C., the mixture was concentrated under reduced pressure, the residue suspended in water (5 mL) and the solid collected by filtration and washed with water to give 1-(4-bromophenyl)-N-(2-methoxyethyl)-1,4-dihydropyrrolo[2,3-d]i...